This data is from the Open Reaction Database (ORD), a public repository of structured organic reaction records. The task is: describe an organic reaction: reactants, conditions, products, and yield Reactants: OCCCCCCCCO, CN(C)CC(N)CC(=O)OCc1ccccc1, Cl, Cl, Fc1ccccc1CBr, OCCCCCCCCOCc1ccccc1F, O=C(O)CCCCCCCOCc1ccccc1F. Yields the product CN(C)CC(CC(=O)OCc1ccccc1)NC(=O)CCCCCCCOCc1ccccc1F. As a reaction SMILES: [CH2:1]([OH:2])[CH2:3][CH2:4][CH2:5][CH2:6][CH2:7][CH2:8][CH2:9][OH:10].[CH2:59]([c:60]1[cH:61][cH:62][cH:63][cH:64][cH:65]1)[O:66][C:67]([CH2:68][CH:69]([CH2:70][N:71]([CH3:72])[CH3:73])[NH2:74])=[O:75].[ClH:57].[ClH:58].[F:11][c:12]1[cH:13][cH:14][cH:15][cH:16][c:17]1[CH2:18][Br:19].[F:20][c:21]1[c:22]([CH2:23][O:24][CH2:25][CH2:26][CH2:27][CH2:28][CH2:29][CH2:30][CH2:31][CH2:32][OH:33])[cH:34][cH:35][cH:36][cH:37]1.[F:38][c:39]1[cH:40][cH:41][cH:42][cH:43][c:44]1[CH2:45][O:46][CH2:47][CH2:48][CH2:49][CH2:50][CH2:51][CH2:52][CH2:53][C:54]([OH:55])=[O:56]>>[F:20][c:21]1[c:22]([CH2:23][O:24][CH2:25][CH2:26][CH2:27][CH2:28][CH2:29][CH2:30][CH2:31][C:32](=[O:33])[NH:74][CH:69]([CH2:68][C:67]([O:66][CH2:59][c:60]2[cH:61][cH:62][cH:63][cH:64][cH:65]2)=[O:75])[CH2:70][N:71]([CH3:72])[CH3:73])[cH:34][cH:35][cH:36][cH:37]1. Reactants: CC(C)O, Clc1nc(Nc2cc[nH]n2)cc2ccccc12. Product: CC(C)Oc1nc(Nc2cc[nH]n2)cc2ccccc12. As a reaction SMILES: [CH3:18][CH:19]([CH3:20])[OH:21].[Cl:1][c:2]1[n:3][c:4]([NH:12][c:13]2[n:14][nH:15][cH:16][cH:17]2)[cH:5][c:6]2[cH:7][cH:8][cH:9][cH:10][c:11]12>>[c:2]1([O:21][CH:19]([CH3:18])[CH3:20])[n:3][c:4]([NH:12][c:13]2[n:14][nH:15][cH:16][cH:17]2)[cH:5][c:6]2[cH:7][cH:8][cH:9][cH:10][c:11]12.